The task is: describe an organic reaction: reactants, conditions, products, and yield. This data is from the Open Reaction Database (ORD), a public repository of structured organic reaction records. Reactants: C=CC1=CC=CC=C1 (styrene), C=CC1=CC=CC=C1 (styrene), C(CCC)[Li] (n-butyl lithium), C=CC=C (1,3-butadiene), CBr (methyl bromide). Solvent: C1CCCCC1 (cyclohexane), O1CCCC1 (tetrahydrofuran). Product: C=CC1=CC=CC=C1.C=CC=C.C=CC1=CC=CC=C1 (styrene-butadiene-styrene). As a reaction SMILES: [CH2:1]=[CH:2][C:3]1[CH:8]=[CH:7][CH:6]=[CH:5][CH:4]=1.[CH2:9]([Li])[CH2:10][CH2:11][CH3:12].C=CC=C.CBr>O1CCCC1.C1CCCCC1>[CH2:1]=[CH:2][C:3]1[CH:8]=[CH:7][CH:6]=[CH:5][CH:4]=1.[CH2:9]=[CH:10][CH:11]=[CH2:12].[CH2:1]=[CH:2][C:3]1[CH:8]=[CH:7][CH:6]=[CH:5][CH:4]=1 |f:6.7.8|. Procedure: 4800 g of cyclohexane was placed in a 10 l autoclave reactor, followed by the addition of 11 g of tetrahydrofuran, 124 g of styrene monomer and 16 mmol of n-butyl lithium for 30-minute polymerization. Then, 552 g of 1,3-butadiene monomer were added to the reactor for another polymerization for 1 hour. Also, 124 g of styrene monomer was added for further polymerization for 30 minutes, followed by the addition of 1.5 g of methyl bromide to inactivate the terminal of polymer. Thus, a styrene-butadi... The reactants are C1(=CC=C(C=C1)S(=O)(=O)Cl)C (p-Toluenesulfonylchloride), OCCN1C(CCC1)=O (1-(2-hydroxyethyl)pyrrolidin-2-one), N1=CC=CC=C1 (pyridine). The solvent is ClCCl (dichloromethane). Reaction conditions: time 12 hour. Yields the product CC1=CC=C(C=C1)S(=O)(=O)OCCN1C(CCC1)=O (2-(2-oxopyrrolidin-1-yl)ethyl 4-methylbenzenesulfonate). Reaction SMILES: [C:1]1([CH3:11])[CH:6]=[CH:5][C:4]([S:7](Cl)(=[O:9])=[O:8])=[CH:3][CH:2]=1.[OH:12][CH2:13][CH2:14][N:15]1[CH2:19][CH2:18][CH2:17][C:16]1=[O:20].N1C=CC=CC=1>ClCCl>[CH3:11][C:1]1[CH:6]=[CH:5][C:4]([S:7]([O:12][CH2:13][CH2:14][N:15]2[CH2:19][CH2:18][CH2:17][C:16]2=[O:20])(=[O:9])=[O:8])=[CH:3][CH:2]=1. Procedure details: p-Toluenesulfonylchloride (1 g) is added portionwise to a solution of 1-(2-hydroxyethyl)pyrrolidin-2-one (500 μL) and pyridine (1.5 mL) in dichloromethane (8 mL) chilled in an ice bath. The mixture is stirred at room temperature for 12 hours and partitioned between 1 M hydrochloric acid and diethylether. The organic phase is dried (MgSO4) and concentrated. The residue is chromatographed on silica gel (ethyl acetate) to give the title compound. Yield: 390 mg; Mass spectrum (ESI+): m/z=284 [M+H]+. Reactants: N([C@@H](CC(C)C)C(=O)NCC(=O)OCC)C(=O)OCC1=CC=CC=C1 (Z-Leu-Gly-OC2H5), Cl (hydrochloric acid). The reagents and catalysts are [Pd] (palladium). The solvent is CO (methanol). The product is N[C@@H](CC(C)C)C(=O)NCC(=O)OCC (H-Leu-Gly-OC2H5). As a reaction SMILES: [NH:1](C(OCC1C=CC=CC=1)=O)[C@H:2]([C:7]([NH:9][CH2:10][C:11]([O:13][CH2:14][CH3:15])=[O:12])=[O:8])[CH2:3][CH:4]([CH3:6])[CH3:5].Cl>CO.[Pd]>[NH2:1][C@H:2]([C:7]([NH:9][CH2:10][C:11]([O:13][CH2:14][CH3:15])=[O:12])=[O:8])[CH2:3][CH:4]([CH3:5])[CH3:6]. Procedure details: 3.12 Grams of Z-Leu-Gly-OC2H5 was dissolved in 50 ml of methanol and 8.90 ml of 1N hydrochloric acid and the solution was catalytically reduced by using palladium as the catalyst to obtain H-Leu-Gly-OC2H5. The reactants are BrC=1C=[N+](C=CC1)[O-] (3-bromo-pyridine-N-oxide), 1,3-bromopyridine, ( 7 ), N1=CC=CC=C1 (pyridine). Yields the product [C-]#N (cyanide), BrC=1C(=NC=CC1)C#N (3-bromo-pyridine-2-carbonitrile). RXN SMILES: [Br:1][C:2]1[CH:3]=[N+:4]([O-])[CH:5]=[CH:6][CH:7]=1.[N:9]1C=CC=C[CH:10]=1>>[C-:3]#[N:4].[Br:1][C:2]1[C:3]([C:10]#[N:9])=[N:4][CH:5]=[CH:6][CH:7]=1. Procedure details: In Scheme I is described the preparation of pyridine intermediates (5), (6), and (7). In Scheme I, Step 1,3-bromopyridine (1) is oxidized to 3-bromo-pyridine-N-oxide (2). In Scheme I, Step 2, cyanide substitution gives 3-bromo-pyridine-2-carbonitrile (3). The nitrile of formula (3) is hydrolyzed in Step 3 to the carboxylic acid and esterified with acid catalysis to the ester of formula (4). In Scheme I, Step 4, the ester is reduced to the pyridinylmethanol of formula (5) using sodium borohydride... Reactants: CO, CNc1cccc(C(=O)OC)c1C, [Li+], [OH-]. Product: CNc1cccc(C(=O)O)c1C. As a reaction SMILES: [CH3:16][OH:17].[CH3:1][c:2]1[c:3]([C:4](=[O:5])[O:6][CH3:7])[cH:8][cH:9][cH:10][c:11]1[NH:12][CH3:13].[Li+:14].[OH-:15]>>[CH3:1][c:2]1[c:3]([C:4](=[O:5])[OH:6])[cH:8][cH:9][cH:10][c:11]1[NH:12][CH3:13]. The reactants are [N+](=O)([O-])C=1C=C2C(C(=O)N(C2=O)[C@H](C(=O)OCC)CCC(=O)OCC)=CC1 (diethyl (S)-2-(4-nitrophthalimido)glutarate). The reagents and catalysts are [Pd] (palladium on carbon). Run in C(C)O (ethanol). Conditions: time 26 hour. The product is NC=1C=C2C(C(=O)N(C2=O)[C@H](C(=O)OCC)CCC(=O)OCC)=CC1 (diethyl (S)-2-(4-aminophthalimido)glutarate). Isolated yield 88.8%. As a reaction SMILES: [N+:1]([C:4]1[CH:5]=[C:6]2[C:11](=[O:12])[N:10]([C@@H:13]([CH2:19][CH2:20][C:21]([O:23][CH2:24][CH3:25])=[O:22])[C:14]([O:16][CH2:17][CH3:18])=[O:15])[C:8](=[O:9])[C:7]2=[CH:26][CH:27]=1)([O-])=O>[Pd].C(O)C>[NH2:1][C:4]1[CH:5]=[C:6]2[C:11](=[O:12])[N:10]([C@@H:13]([CH2:19][CH2:20][C:21]([O:23][CH2:24][CH3:25])=[O:22])[C:14]([O:16][CH2:17][CH3:18])=[O:15])[C:8](=[O:9])[C:7]2=[CH:26][CH:27]=1. Reported procedure: A suspension of diethyl (S)-2-(4-nitrophthalimido)glutarate (35.6 g, 94.1 mmol) and 10% palladium on carbon (0.5 g) (Aldrich) in ethanol (200 ml) was shaken under a hydrogen atmosphere (40-50 psi) for 26 hours. The solution was filtered through celite and concentrated in vacuo. The residue was purified by chromatography on silica gel (250 g) eluting with diethyl ether:hexane (4:1) to give diethyl (S)-2-(4-aminophthalimido)glutarate as a viscous yellow oil (29.1 g). Reactants: C1(CCCCC1)C#C (Cyclohexylacetylene), [Li]CCCC (n-BuLi), FC(S(=O)(=O)OC=1C=NC2=CC(=C(C=C2C1)OC)OC)(F)F (6,7-dimethoxyquinolin-3-yl trifluoromethane sulfonate). Reagents/catalysts: C=1C=CC(=CC1)[P](C=2C=CC=CC2)(C=3C=CC=CC3)[Pd]([P](C=4C=CC=CC4)(C=5C=CC=CC5)C=6C=CC=CC6)([P](C=7C=CC=CC7)(C=8C=CC=CC8)C=9C=CC=CC9)[P](C=1C=CC=CC1)(C=1C=CC=CC1)C=1C=CC=CC1 (Pd(PPh3)4), [Cl-].[Cl-].[Zn+2] (ZnCl2). The solvent is C1CCOC1 (THF), C(Cl)(Cl)Cl (CHCl3), C1CCOC1 (THF). Conditions: temperature 0 celsius, time 30 minute. Product: C1(CCCCC1)C#CC=1C=NC2=CC(=C(C=C2C1)OC)OC (3-cyclohexylethynyl-6,7-dimethoxyquinoline). RXN SMILES: [CH:1]1([C:7]#[CH:8])[CH2:6][CH2:5][CH2:4][CH2:3][CH2:2]1.[Li]CCCC.FC(F)(F)S(O[C:20]1[CH:21]=[N:22][C:23]2[C:28]([CH:29]=1)=[CH:27][C:26]([O:30][CH3:31])=[C:25]([O:32][CH3:33])[CH:24]=2)(=O)=O>C1COCC1.C(Cl)(Cl)Cl.[Cl-].[Cl-].[Zn+2].C1C=CC([P]([Pd]([P](C2C=CC=CC=2)(C2C=CC=CC=2)C2C=CC=CC=2)([P](C2C=CC=CC=2)(C2C=CC=CC=2)C2C=CC=CC=2)[P](C2C=CC=CC=2)(C2C=CC=CC=2)C2C=CC=CC=2)(C2C=CC=CC=2)C2C=CC=CC=2)=CC=1>[CH:1]1([C:7]#[C:8][C:20]2[CH:21]=[N:22][C:23]3[C:28]([CH:29]=2)=[CH:27][C:26]([O:30][CH3:31])=[C:25]([O:32][CH3:33])[CH:24]=3)[CH2:6][CH2:5][CH2:4][CH2:3][CH2:2]1 |f:5.6.7,^1:51,53,72,91|. Reported procedure: This reaction is carded out under anhydrous conditions. Cyclohexylacetylene (700 mg; 6.47 mmol) in 10 mL. THF is cooled to 0° C. To this is added 2.5M n-BuLi (3.0 mL; 7.44 mmol) and stirred for 30 min. at 0° C. under N2 atm and then 1.0M ZnCl2 (7.4 mL; 7.44 mmol). This is allowed to warm to room temperature and stirred for 3/4 hour. The reaction mixture is transferred via cannula to a flask containing 6,7-dimethoxyquinolin-3-yl trifluoromethane sulfonate (500 mg; 1.48 retool) and Pd(PPh3)4 (83 m... Starting materials: NC1=C(C=CC(=C1)S(=O)C1=CC=CC=C1)[N+](=O)[O-] (2-amino-4-phenylsulfinyl-1-nitrobenzen), [H][H] (hydrogen). The solvent is CO (methanol). The product is NC1=C(C=C(C=C1)S(=O)C1=CC=CC=C1)N (1,2-diamino-4-phenylsulfinylbenzene). RXN SMILES: [NH2:1][C:2]1[CH:7]=[C:6]([S:8]([C:10]2[CH:15]=[CH:14][CH:13]=[CH:12][CH:11]=2)=[O:9])[CH:5]=[CH:4][C:3]=1[N+:16]([O-])=O.[H][H]>CO>[NH2:16][C:3]1[CH:4]=[CH:5][C:6]([S:8]([C:10]2[CH:15]=[CH:14][CH:13]=[CH:12][CH:11]=2)=[O:9])=[CH:7][C:2]=1[NH2:1]. Procedure details: 5.4 G. of 2-amino-4-phenylsulfinyl-1-nitrobenzen is hydrogenated at 1 atmosphere pressure in 500 ml. methanol in the presence of 5 g. 5% palladized carbon, until the theoretical uptake of hydrogen has occurred. The catalyst is removed by filtration and the filtrate stripped under vacuum. The residue is recrystallized from methanol-benzene, yielding 1,2-diamino-4-phenylsulfinylbenzene.